From a dataset of the Open Reaction Database (ORD), a public repository of structured organic reaction records. describe an organic reaction: reactants, conditions, products, and yield Starting materials: CCOC(=O)c1c(-c2ccc(OCC3CC3)cc2)c2cc(OCc3ccccc3)ccc2n1Cc1cccc(OC)c1, CO, Cl, [Na+], [OH-], O. Product: COc1cccc(Cn2c(C(=O)O)c(-c3ccc(OCC4CC4)cc3)c3cc(OCc4ccccc4)ccc32)c1. As a reaction SMILES: [CH2:3]([c:4]1[cH:5][cH:6][cH:7][cH:8][cH:9]1)[O:10][c:11]1[cH:12][c:13]2[c:14](-[c:34]3[cH:35][cH:36][c:37]([O:40][CH2:41][CH:42]4[CH2:43][CH2:44]4)[cH:38][cH:39]3)[c:15]([C:29](=[O:30])[O:31][CH2:32][CH3:33])[n:16]([CH2:20][c:21]3[cH:22][c:23]([O:27][CH3:28])[cH:24][cH:25][cH:26]3)[c:17]2[cH:18][cH:19]1.[CH3:46][OH:47].[ClH:45].[Na+:2].[OH-:1].[OH2:48]>>[CH2:3]([c:4]1[cH:5][cH:6][cH:7][cH:8][cH:9]1)[O:10][c:11]1[cH:12][c:13]2[c:14](-[c:34]3[cH:35][cH:36][c:37]([O:40][CH2:41][CH:42]4[CH2:43][CH2:44]4)[cH:38][cH:39]3)[c:15]([C:29](=[O:30])[OH:31])[n:16]([CH2:20][c:21]3[cH:22][c:23]([O:27][CH3:28])[cH:24][cH:25][cH:26]3)[c:17]2[cH:18][cH:19]1. Starting materials: C(C)OC(C1=CC=C(C=C1)[Sn](CCCC)(CCCC)CCCC)=O (4-(Tri-n-butyl-stannyl)-benzoic acid ethyl ester), FC(S(=O)(=O)OC1=CCCCC1(C)C)(F)F (6,6-dimethyl-cyclohex-1-en-1-yl trifluoromethanesulfonate). Product: C(C)OC(C1=CC=C(C=C1)C1=CCCCC1(C)C)=O (4-(6,6-Dimethyl-cyclohex-1-en-1-yl)-benzoic acid ethyl ester). Yield: 69.0%. As a reaction SMILES: [CH2:1]([O:3][C:4](=[O:24])[C:5]1[CH:10]=[CH:9][C:8]([Sn](CCCC)(CCCC)CCCC)=[CH:7][CH:6]=1)[CH3:2].FC(F)(F)S(O[C:31]1[C:36]([CH3:38])([CH3:37])[CH2:35][CH2:34][CH2:33][CH:32]=1)(=O)=O>>[CH2:1]([O:3][C:4](=[O:24])[C:5]1[CH:6]=[CH:7][C:8]([C:35]2[C:36]([CH3:38])([CH3:37])[CH2:31][CH2:32][CH2:33][CH:34]=2)=[CH:9][CH:10]=1)[CH3:2]. Reported procedure: 4-(Tri-n-butyl-stannyl)-benzoic acid ethyl ester of Example 15, Step A (3.20 g, 7.28 mmol) and 6,6-dimethyl-cyclohex-1-en-1-yl trifluoromethanesulfonate (1.71 g, 6.62 mmol) were reacted in the manner of Example 15, Step B. Purification by flash column chromatography on silica gel, eluting with a solvent gradient of from 0 to 5% ethyl acetate in hexane afforded the title compound (1.18 g) as a clear oil. Reactants: C(C)OC(C(C1=C(C=CC(=C1)OC)[N+](=O)[O-])C#N)=O (cyano-(5-methoxy-2-nitrophenyl)acetic acid ethyl ester). Reagents/catalysts: [Zn] (zinc), [Zn] (zinc). The solvent is C(C)(=O)O (acetic acid). Run at temperature 55 celsius. Yields the product C(C)OC(=O)C1=C(NC2=CC=C(C=C12)OC)N (2-amino-5-methoxy-1H-indole-3-carboxylic acid ethyl ester). The yield is 19.1%. As a reaction SMILES: [CH2:1]([O:3][C:4](=[O:19])[CH:5]([C:17]#[N:18])[C:6]1[CH:11]=[C:10]([O:12][CH3:13])[CH:9]=[CH:8][C:7]=1[N+:14]([O-])=O)[CH3:2]>C(O)(=O)C.[Zn]>[CH2:1]([O:3][C:4]([C:5]1[C:6]2[C:7](=[CH:8][CH:9]=[C:10]([O:12][CH3:13])[CH:11]=2)[NH:14][C:17]=1[NH2:18])=[O:19])[CH3:2]. Reported procedure: A solution of cyano-(5-methoxy-2-nitrophenyl)acetic acid ethyl ester (13.2 g, 46.3 mmol, 93-95% pure) in glacial acetic acid (185 mL) is treated with a single charge of zinc dust (12.1 g, 185 mmol). The mixture is heated at 55° C. for 45 min, then treated with more zinc (4 g). After heating for another 105 min, the brown mixture is filtered through a pad of flash silica gel. The pad is washed well with acetic acid and the filtrate is concentrated to a residue that is distributed between dichloro... The reactants are ClC=1C=CC=2N(N1)C(=CN2)C(C)C=2C=C1C=NN(C1=CC2F)C ((rac)-6-Chloro-3-[1-(6-fluoro-1-methyl-1H-indazol-5-yl)-ethyl]-imidazo[1,2-b]pyridazine), CN1N=CC(=C1)B1OC(C(O1)(C)C)(C)C (1-methyl-4-(4,4,5,5-tetramethyl-[1,3,2]dioxaborolan-2-yl)-1H-pyrazole). The solvent is COCCOC (DME). Product: FC1=C(C=C2C=NN(C2=C1)C)C(C)C1=CN=C2N1N=C(C=C2)C=2C=NN(C2)C ((rac)-3-[1-(6-Fluoro-1-methyl-1H-indazol-5-yl)-ethyl]-6-(1-methyl-1H-pyrazol-4-yl)-imidazo[1,2-b]pyridazine). As a reaction SMILES: Cl[C:2]1[CH:3]=[CH:4][C:5]2[N:6]([C:8]([CH:11]([C:13]3[CH:14]=[C:15]4[C:19](=[CH:20][C:21]=3[F:22])[N:18]([CH3:23])[N:17]=[CH:16]4)[CH3:12])=[CH:9][N:10]=2)[N:7]=1.[CH3:24][N:25]1[CH:29]=[C:28](B2OC(C)(C)C(C)(C)O2)[CH:27]=[N:26]1>COCCOC>[F:22][C:21]1[CH:20]=[C:19]2[C:15]([CH:16]=[N:17][N:18]2[CH3:23])=[CH:14][C:13]=1[CH:11]([C:8]1[N:6]2[N:7]=[C:2]([C:28]3[CH:27]=[N:26][N:25]([CH3:24])[CH:29]=3)[CH:3]=[CH:4][C:5]2=[N:10][CH:9]=1)[CH3:12]. Procedure details: (rac)-6-Chloro-3-[1-(6-fluoro-1-methyl-1H-indazol-5-yl)-ethyl]-imidazo[1,2-b]pyridazine (Stage 278.1), 240 mg, 0.728 mmol) was introduced in a microwave reactor together with 1-methyl-4-(4,4,5,5-tetramethyl-[1,3,2]dioxaborolan-2-yl)-1H-pyrazole (227 mg, 1.092 mmol) and DME (5 mL). The mixture was purged with argon for 5 min. Tetrakis-(triphenylphosphine)-palladium (42.1 mg) and 2 M Na2CO3 (1.31 mL) were added and the mixture was flushed with argon before being sealed. The RM was submitted to mic...